From a dataset of the Open Reaction Database (ORD), a public repository of structured organic reaction records. describe an organic reaction: reactants, conditions, products, and yield The reactants are C(C1=CC=CC=C1)O[C@H]1C[C@H]2N=C(S[C@H]2O[C@@H]1[C@](C(F)(F)F)(C)O)N(C(OC(C)(C)C)=O)C (tert-butyl ((3aR,5S,6S,7aR)-6-(benzyloxy)-5-((S)-1,1,1-trifluoro-2-hydroxypropan-2-yl)-5,6,7,7a-tetrahydro-3aH-pyrano[3,2-d]thiazol-2-yl)(methyl)carbamate), B(Cl)(Cl)Cl (BCl3). The product is CNC=1S[C@@H]2[C@H](N1)C[C@@H]([C@H](O2)[C@](C(F)(F)F)(C)O)O ((3aR,5S,6S,7aR)-2-(methylamino)-5-((S)-1,1,1-trifluoro-2-hydroxypropan-2-yl)-5,6,7,7a-tetrahydro-3aH-pyrano[3,2-d]thiazol-6-ol), solid. Isolated yield 79.0%. As a reaction SMILES: C([O:8][C@@H:9]1[C@@H:17]([C@@:18]([OH:24])([CH3:23])[C:19]([F:22])([F:21])[F:20])[O:16][C@H:15]2[C@H:11]([N:12]=[C:13]([N:25](C)[C:26](=O)OC(C)(C)C)[S:14]2)[CH2:10]1)C1C=CC=CC=1.B(Cl)(Cl)Cl>>[CH3:26][NH:25][C:13]1[S:14][C@H:15]2[O:16][C@H:17]([C@@:18]([OH:24])([CH3:23])[C:19]([F:20])([F:21])[F:22])[C@@H:9]([OH:8])[CH2:10][C@H:11]2[N:12]=1. Procedure: The protected material, tert-butyl ((3aR,5S,6S,7aR)-6-(benzyloxy)-5-((S)-1,1,1-trifluoro-2-hydroxypropan-2-yl)-5,6,7,7a-tetrahydro-3aH-pyrano[3,2-d]thiazol-2-yl)(methyl)carbamate (0.105 g, 0.214 mmol), was deprotected using BCl3, as described for Example 20. After purification on silica gel by flash column chromatography (1.0 M NH3 in MeOH/DCM, 1:12), (3aR,5S,6S,7aR)-2-(methylamino)-5-((S)-1,1,1-trifluoro-2-hydroxypropan-2-yl)-5,6,7,7a-tetrahydro-3aH-pyrano[3,2-d]thiazol-6-ol was obtained as a w... Reported procedure: Under cooling with ice, a solution of methyl ester of 5-tert-butyl-4-methoxymethoxymethylfuran-2-carboxylic acid (490 mg, 1.91 mmol) in THF (10 ml) was added to a suspension of lithium aluminum hydride (145 mg, 3.82 mmol) in THF (10 ml), followed by stirring for 1 hour. Under cooling with ice, the mixture was mixed with ethyl acetate and saturated aqueous NH4Cl, filtered and the filtrate was extracted with ethyl acetate. The organic layer was washed with water and saturated brine, dried over mag... Conditions: time 1 hour. The solvent is C1CCOC1 (THF), C1CCOC1 (THF). Reaction SMILES: [C:1]([C:5]1[O:9][C:8]([C:10](O)=[O:11])=[CH:7][C:6]=1[CH2:13][O:14][CH2:15][O:16][CH3:17])([CH3:4])([CH3:3])[CH3:2].[H-].[Al+3].[Li+].[H-].[H-].[H-].C(OCC)(=O)C.[NH4+].[Cl-]>C1COCC1.[O-2].[O-2].[Mn+4]>[C:1]([C:5]1[O:9][C:8]([CH:10]=[O:11])=[CH:7][C:6]=1[CH2:13][O:14][CH2:15][O:16][CH3:17])([CH3:4])([CH3:2])[CH3:3] |f:1.2.3.4.5.6,8.9,11.12.13|. Product: C(C)(C)(C)C1=C(C=C(O1)C=O)COCOC (5-tert-Butyl-4-methoxymethoxymethylfuran-2-carboaldehyde). Isolated yield 87.7%. Starting materials: methyl ester, C(C)(C)(C)C1=C(C=C(O1)C(=O)O)COCOC (5-tert-butyl-4-methoxymethoxymethylfuran-2-carboxylic acid), [H-].[Al+3].[Li+].[H-].[H-].[H-] (lithium aluminum hydride), C(C)(=O)OCC (ethyl acetate), [NH4+].[Cl-] (NH4Cl). The reagents and catalysts are [O-2].[O-2].[Mn+4] (manganese dioxide). The reactants are C1CCOC1, OCc1ccc(Cn2nc(-c3ccc(C(F)(F)F)cc3)cc2CCc2ccccc2)cc1. Product: O=Cc1ccc(Cn2nc(-c3ccc(C(F)(F)F)cc3)cc2CCc2ccccc2)cc1. As a reaction SMILES: [O:33]1[CH2:34][CH2:35][CH2:36][CH2:37]1.[c:1]1([CH2:7][CH2:8][c:9]2[cH:10][c:11](-[c:23]3[cH:24][cH:25][c:26]([C:29]([F:30])([F:31])[F:32])[cH:27][cH:28]3)[n:12][n:13]2[CH2:14][c:15]2[cH:16][cH:17][c:18]([CH2:21][OH:22])[cH:19][cH:20]2)[cH:2][cH:3][cH:4][cH:5][cH:6]1>>[c:1]1([CH2:7][CH2:8][c:9]2[cH:10][c:11](-[c:23]3[cH:24][cH:25][c:26]([C:29]([F:30])([F:31])[F:32])[cH:27][cH:28]3)[n:12][n:13]2[CH2:14][c:15]2[cH:16][cH:17][c:18]([CH:21]=[O:22])[cH:19][cH:20]2)[cH:2][cH:3][cH:4][cH:5][cH:6]1. The reactants are OC(CNC(C(C)C)=O)C1=CC=CC=C1 (N-(2-hydroxy-2-phenyl-ethyl)-2-methyl-propanamide), [Cr](=O)(=O)([O-])Cl.[NH+]1=CC=CC=C1 (pyridinium chlorochromate), C(C)(=O)OCC.C(Cl)Cl (ethyl acetate methylene chloride). Solvent: C(Cl)Cl (methylene chloride). Run at time 5 hour. Yields the product O=C1C(C=CC=C1)CCNC(C(C)C)=O (N-(2-oxo-phenyl-ethyl)-2-methyl-propanamide). Yield: 40.7%. As a reaction SMILES: O[CH:2]([C:10]1[CH:15]=[CH:14][CH:13]=[CH:12][CH:11]=1)[CH2:3][NH:4][C:5](=[O:9])[CH:6]([CH3:8])[CH3:7].[Cr](Cl)([O-])(=O)=[O:17].[NH+]1C=CC=CC=1.C(OCC)(=O)C.C(Cl)Cl>C(Cl)Cl>[O:17]=[C:11]1[CH:12]=[CH:13][CH:14]=[CH:15][CH:10]1[CH2:2][CH2:3][NH:4][C:5](=[O:9])[CH:6]([CH3:8])[CH3:7] |f:1.2,3.4|. Reported procedure: A mixture of N-(2-hydroxy-2-phenyl-ethyl)-2-methyl-propanamide (15.0 g, 72 mmol), prepared in the previous step, and pyridinium chlorochromate (23.7 g, 110 mmol) in 300 ml of methylene chloride was stirred at room temperature for 5 hours. The reaction was filtered and the filtrate concentrated under reduced pressure to give a dark residue. Chromatography of the residue on silica gel (230-400 mesh) using ethyl acetate-methylene chloride as the eluent gave N-(2-oxo-phenyl-ethyl)-2-methyl-propanami... Reactants: N#CCS(=O)(=O)Cc1cccc(C(F)(F)F)c1, NC(=O)c1ccc(C=O)s1. Yields the product N#CC(=Cc1ccc(C(N)=O)s1)S(=O)(=O)Cc1cccc(C(F)(F)F)c1. Reaction SMILES: [F:11][C:12]([c:13]1[cH:14][c:15]([CH2:16][S:17](=[O:18])(=[O:19])[CH2:20][C:21]#[N:22])[cH:23][cH:24][cH:25]1)([F:26])[F:27].[NH2:1][C:2](=[O:3])[c:4]1[s:5][c:6]([CH:9]=[O:10])[cH:7][cH:8]1>>[NH2:1][C:2](=[O:3])[c:4]1[s:5][c:6]([CH:9]=[C:20]([S:17]([CH2:16][c:15]2[cH:14][c:13]([C:12]([F:11])([F:26])[F:27])[cH:25][cH:24][cH:23]2)(=[O:18])=[O:19])[C:21]#[N:22])[cH:7][cH:8]1. Reagents/catalysts: C1=CC=C(C=C1)P([C-]2C=CC=C2)C3=CC=CC=C3.C1=CC=C(C=C1)P([C-]2C=CC=C2)C3=CC=CC=C3.Cl[Pd]Cl.[Fe+2] (dichloro[1,1′-bis(diphenylphosphino)ferrocene]palladium). RXN SMILES: Br[C:2]1[CH:3]=[CH:4][C:5]([C:8]2[N:12]([C:13]3[CH:18]=[CH:17][CH:16]=[CH:15][C:14]=3[Cl:19])[N:11]=[C:10]([C:20]([O:22][CH3:23])=[O:21])[CH:9]=2)=[N:6][CH:7]=1.[CH3:24][S:25]([C:28]1[CH:29]=[C:30](B(O)O)[CH:31]=[CH:32][CH:33]=1)(=[O:27])=[O:26].C([O-])([O-])=O.[K+].[K+]>COCCOC.CCOC(C)=O.O.C1C=CC(P(C2C=CC=CC=2)[C-]2C=CC=C2)=CC=1.C1C=CC(P(C2C=CC=CC=2)[C-]2C=CC=C2)=CC=1.Cl[Pd]Cl.[Fe+2]>[Cl:19][C:14]1[CH:15]=[CH:16][CH:17]=[CH:18][C:13]=1[N:12]1[C:8]([C:5]2[CH:4]=[CH:3][C:2]([C:32]3[CH:31]=[CH:30][CH:29]=[C:28]([S:25]([CH3:24])(=[O:27])=[O:26])[CH:33]=3)=[CH:7][N:6]=2)=[CH:9][C:10]([C:20]([O:22][CH3:23])=[O:21])=[N:11]1 |f:2.3.4,8.9.10.11|. Reported procedure: Methyl 5-(5-bromopyridin-2-yl)-1-(2-chlorophenyl)-1H-pyrazole-3-carboxylate (200 mg, 0.51 mmol), 3-(methylsulfonyl)phenylboronic acid (120 mg, 0.60 mmol) and dichloro[1,1′-bis(diphenylphosphino)ferrocene]palladium (11) dichloromethane adduct (20 mg, 24 μmol), and K2CO3 (0.45 mL of a 3.5M aqueous solution, 1.6 mmol) were combined in DME (2.5 mL) in a microwave reaction vessel. The dark mixture was heated at 120° C. for 5 minutes. The reaction mixture was diluted with EtOAc and H2O. The aqueous la... Run at temperature 120 celsius. The reactants are BrC=1C=CC(=NC1)C1=CC(=NN1C1=C(C=CC=C1)Cl)C(=O)OC (Methyl 5-(5-bromopyridin-2-yl)-1-(2-chlorophenyl)-1H-pyrazole-3-carboxylate), CS(=O)(=O)C=1C=C(C=CC1)B(O)O (3-(methylsulfonyl)phenylboronic acid), C(=O)([O-])[O-].[K+].[K+] (K2CO3), aqueous solution. The product is ClC1=C(C=CC=C1)N1N=C(C=C1C1=NC=C(C=C1)C1=CC(=CC=C1)S(=O)(=O)C)C(=O)OC (methyl 1-(2-chlorophenyl)-5-(5-(3-(methylsulfonyl)phenyl)pyridin-2-yl)-1H-pyrazole-3-carboxylate). The solvent is COCCOC (DME), CCOC(=O)C (EtOAc), O (H2O). Procedure details: A mixture of 9-bromo-1-methyl-8-(trifluoromethyl)-3-((2-(trimethylsilyl)ethoxy)methyl)-3,5-dihydrobenzo[5,6][1,4]oxazino[3,4-c][1,2,4]triazin-2(1H)-one (Example #53, Step E, 0.08 g, 0.162 mmol), 4-(4,4,5,5-tetramethyl-[1,3,2]dioxaborolan-2-yl)-3,6-dihydro-2H-pyridine-1-carboxylic acid tert-butyl ester (0.10 g, 0.324 mmol), [1,1′-bis(diphenylphosphino)ferrocene]dichloropalladium(II)dichloride dichloromethane complex (0.026 g, 0.032 mmol) and K2CO3 (0.045 g, 0.324 mmol) in dioxane (1.2 mL) and wat... Starting materials: BrC=1C(=CC2=C(N3C(=NN(C(C3C)=O)COCC[Si](C)(C)C)CO2)C1)C(F)(F)F (9-bromo-1-methyl-8-(trifluoromethyl)-3-((2-(trimethylsilyl)ethoxy)methyl)-3,5-dihydrobenzo[5,6][1,4]oxazino[3,4-c][1,2,4]triazin-2(1H)-one), C(C)(C)(C)OC(=O)N1CCC(=CC1)B1OC(C(O1)(C)C)(C)C (4-(4,4,5,5-tetramethyl-[1,3,2]dioxaborolan-2-yl)-3,6-dihydro-2H-pyridine-1-carboxylic acid tert-butyl ester), C(=O)([O-])[O-].[K+].[K+] (K2CO3). Run in O1CCOCC1 (dioxane), O (water). The product is CC1N2C(=NN(C1=O)COCC[Si](C)(C)C)COC1=C2C=C(C(=C1)C(F)(F)F)C1=CCN(CC1)C(=O)OC(C)(C)C (tert-butyl 4-(1-methyl-2-oxo-8-(trifluoromethyl)-3-((2-(trimethylsilyl)ethoxy)methyl)-1,2,3,5-tetrahydrobenzo[5,6][1,4]oxazino[3,4-c][1,2,4]triazin-9-yl)-5,6-dihydropyridine-1(2H)-carboxylate). As a reaction SMILES: Br[C:2]1[C:3]([C:26]([F:29])([F:28])[F:27])=[CH:4][C:5]2[O:24][CH2:23][C:8]3=[N:9][N:10]([CH2:15][O:16][CH2:17][CH2:18][Si:19]([CH3:22])([CH3:21])[CH3:20])[C:11](=[O:14])[CH:12]([CH3:13])[N:7]3[C:6]=2[CH:25]=1.[C:30]([O:34][C:35]([N:37]1[CH2:42][CH:41]=[C:40](B2OC(C)(C)C(C)(C)O2)[CH2:39][CH2:38]1)=[O:36])([CH3:33])([CH3:32])[CH3:31].C([O-])([O-])=O.[K+].[K+]>O1CCOCC1.O>[CH3:13][CH:12]1[C:11](=[O:14])[N:10]([CH2:15][O:16][CH2:17][CH2:18][Si:19]([CH3:22])([CH3:21])[CH3:20])[N:9]=[C:8]2[CH2:23][O:24][C:5]3[CH:4]=[C:3]([C:26]([F:29])([F:28])[F:27])[C:2]([C:40]4[CH2:41][CH2:42][N:37]([C:35]([O:34][C:30]([CH3:33])([CH3:32])[CH3:31])=[O:36])[CH2:38][CH:39]=4)=[CH:25][C:6]=3[N:7]12 |f:2.3.4|. Yield: 72.4%. Starting materials: Cl.ClC=1C=CC2=C(C[C@@H]3CCCN([C@H]3C2)CCC)N1 ((±)-trans-2-chloro-6-propyl-5,5a,6,7,8,9,9a,10-octahydropyrido[2,3-g]quinoline hydrochloride), Cl.CN (methylamine hydrochloride), [OH-].[Na+] (NaOH). Solvent: O (water). Reaction conditions: temperature 240 celsius. The product is CNC=1C=CC2=C(C[C@@H]3CCCN([C@H]3C2)CCC)N1 ((±)-trans-2-methylamino-6-propyl-5,5a,6,7,8,9, 9a,10-octahydropyrido[2,3-g]quinoline). Isolated yield 57.2%. RXN SMILES: Cl.Cl[C:3]1[CH:4]=[CH:5][C:6]2[CH2:15][C@H:14]3[C@@H:9]([CH2:10][CH2:11][CH2:12][N:13]3[CH2:16][CH2:17][CH3:18])[CH2:8][C:7]=2[N:19]=1.Cl.[CH3:21][NH2:22].[OH-].[Na+]>O>[CH3:21][NH:22][C:3]1[CH:4]=[CH:5][C:6]2[CH2:15][C@H:14]3[C@@H:9]([CH2:10][CH2:11][CH2:12][N:13]3[CH2:16][CH2:17][CH3:18])[CH2:8][C:7]=2[N:19]=1 |f:0.1,2.3,4.5|. Procedure: A mixture of (±)-trans-2-chloro-6-propyl-5,5a,6,7,8,9,9a,10-octahydropyrido[2,3-g]quinoline hydrochloride (1.00 g, 3.32 mmol) and methylamine hydrochloride (10 g) was heated to 240° C. to form a homogeneous molten semi-solid. After 30 minutes the molten semi-solid was poured into water, made basic with dilute NaOH solution, and extracted with methylene chloride. The extract was dried (Na2SO4) and concentrated to give the crude product as a brown solid. Purification by flash chromatography (10% m... Run at temperature 50 celsius, time 12 hour. Product: CN(C)c3ccc(c2ccc1ncccc1c2)cc3. Reagents/catalysts: SIMes. Starting materials: CN(C)c1ccc([Li])cc1 (effective_coupling_partner), COc2ccc1ncccc1c2 (substrate). Starting materials: [H-], [Na+], CN(C)C=O, O=[N+]([O-])c1ccc2nc(S)sc2c1. Yields the product CSc1nc2ccc([N+](=O)[O-])cc2s1. Reaction SMILES: [H-:1].[Na+:2].[O:16]=[CH:17][N:18]([CH3:19])[CH3:20].[SH:3][c:4]1[s:5][c:6]2[c:7]([n:8]1)[cH:9][cH:10][c:11]([N+:13](=[O:14])[O-:15])[cH:12]2>>[S:3]([c:4]1[s:5][c:6]2[c:7]([n:8]1)[cH:9][cH:10][c:11]([N+:13](=[O:14])[O-:15])[cH:12]2)[CH3:17].